From a dataset of the Open Reaction Database (ORD), a public repository of structured organic reaction records. describe an organic reaction: reactants, conditions, products, and yield Starting materials: N1C=NC(=C1C(=O)OC)C(=O)OC (dimethyl 4,5-imidazole dicarboxylate), ClC1=C(OCCCCCCSC=2SCC(N2)=O)C=CC(=C1)OC (2-{[6-(2-chloro-4-methoxyphenoxy)hexyl]thio}-4,5-dihydrothiazol-4-one), C([O-])([O-])=O.[K+].[K+] (potassium carbonate). The solvent is CN(C)C=O (DMF). Run at time 24 hour. The product is ClC1=C(OCCCCCCN2C=NC(=C2C(=O)OC)C(=O)OC)C=CC(=C1)OC (Dimethyl 1-[6-(2-chloro-4-methoxyphenoxy) hexyl]-4,5-imidazole dicarboxylate). As a reaction SMILES: [NH:1]1[C:5]([C:6]([O:8][CH3:9])=[O:7])=[C:4]([C:10]([O:12][CH3:13])=[O:11])[N:3]=[CH:2]1.[Cl:14][C:15]1[CH:34]=[C:33]([O:35][CH3:36])[CH:32]=[CH:31][C:16]=1[O:17][CH2:18][CH2:19][CH2:20][CH2:21][CH2:22][CH2:23]SC1SCC(=O)N=1.C(=O)([O-])[O-].[K+].[K+]>CN(C=O)C>[Cl:14][C:15]1[CH:34]=[C:33]([O:35][CH3:36])[CH:32]=[CH:31][C:16]=1[O:17][CH2:18][CH2:19][CH2:20][CH2:21][CH2:22][CH2:23][N:1]1[C:5]([C:6]([O:8][CH3:9])=[O:7])=[C:4]([C:10]([O:12][CH3:13])=[O:11])[N:3]=[CH:2]1 |f:2.3.4|. Reported procedure: Stir for 24 hours at room temperature 3.7 gm. dimethyl 4,5-imidazole dicarboxylate, 3.7 gm. of the iodide prepared in Examples 2 and 3, 25 ml. DMF and 2.8 gm potassium carbonate. Remove the solvent, extract the residue with methylene chloride, filter, wash methylene chloride fractions with water, elute on a silica column with 100% methylene chloride then 10% methanol/methylene chloride to recover the title compound. Starting materials: NOCc1ccccc1, C1CCOC1, CC(C)(C)OC(=O)OC(=O)OC(C)(C)C, CN1CCOCC1, CI, ClCCl, Cl, [H-], [Na+]. The product is CNOCc1ccccc1, Cl. As a reaction SMILES: [CH2:2]([c:3]1[cH:4][cH:5][cH:6][cH:7][cH:8]1)[O:9][NH2:10].[CH2:40]1[O:41][CH2:42][CH2:43][CH2:44]1.[CH3:11][C:12]([O:13][C:14]([O:15][C:16]([O:17][C:18]([CH3:19])([CH3:20])[CH3:21])=[O:22])=[O:23])([CH3:24])[CH3:25].[CH3:26][N:27]1[CH2:28][CH2:29][O:30][CH2:31][CH2:32]1.[CH3:33][I:34].[Cl:37][CH2:38][Cl:39].[ClH:1].[H-:36].[Na+:35]>>[CH2:2]([c:3]1[cH:4][cH:5][cH:6][cH:7][cH:8]1)[O:9][NH:10][CH3:11].[ClH:1].